From a dataset of the Open Reaction Database (ORD), a public repository of structured organic reaction records. describe an organic reaction: reactants, conditions, products, and yield Reactants: C([O-])([O-])=O (Carbonate), [N-]=C=O (Isocyanate), N=C=N (Carbodiimide), CC=1C(=CC=2C3=C(C(NC2C1)=O)C=NN3C3CCOCC3)C(=O)O (7-methyl-4-oxo-1-(tetrahydro-2H-pyran-4-yl)-4,5-dihydro-1H-pyrazolo[4,3-c]quinoline-8-carboxylic acid), Cl.N1CCC(CC1)C=1C=C(C(=O)OC)C=CC1 (methyl 3-piperidin-4-yl-benzoate monohydrochloride), ON1N=NC2=C1C=CC=C2 (1-hydroxybenzotriazole). The solvent is CN(C)C=O (DMF), CN(C)C=O (DMF), C(C)N(CC)CC (triethylamine). Run at time 8 hour. The product is CC=1C(=CC=2C3=C(C(NC2C1)=O)C=NN3C3CCOCC3)C(=O)N3CCC(CC3)C=3C=C(C(=O)O)C=CC3 (3-(1-{[7-methyl-4-oxo-1-(tetrahydro-2H-pyran-4-yl)-4,5-dihydro-1H-pyrazolo[4,3-c]quinolin-8-yl]carbonyl}piperidin-4-yl)benzoic acid). Isolated yield 45.0%. As a reaction SMILES: [CH3:1][C:2]1[C:3]([C:22]([OH:24])=O)=[CH:4][C:5]2[C:6]3[N:15]([CH:16]4[CH2:21][CH2:20][O:19][CH2:18][CH2:17]4)[N:14]=[CH:13][C:7]=3[C:8](=[O:12])[NH:9][C:10]=2[CH:11]=1.Cl.[NH:26]1[CH2:31][CH2:30][CH:29]([C:32]2[CH:33]=[C:34]([CH:39]=[CH:40][CH:41]=2)[C:35]([O:37]C)=[O:36])[CH2:28][CH2:27]1.ON1C2C=CC=CC=2N=N1.N=C=N.C(=O)([O-])[O-].[N-]=C=O>CN(C=O)C.C(N(CC)CC)C>[CH3:1][C:2]1[C:3]([C:22]([N:26]2[CH2:31][CH2:30][CH:29]([C:32]3[CH:33]=[C:34]([CH:39]=[CH:40][CH:41]=3)[C:35]([OH:37])=[O:36])[CH2:28][CH2:27]2)=[O:24])=[CH:4][C:5]2[C:6]3[N:15]([CH:16]4[CH2:21][CH2:20][O:19][CH2:18][CH2:17]4)[N:14]=[CH:13][C:7]=3[C:8](=[O:12])[NH:9][C:10]=2[CH:11]=1 |f:1.2|. Procedure: To a mixture of 8.2 mg of 7-methyl-4-oxo-1-(tetrahydro-2H-pyran-4-yl)-4,5-dihydro-1H-pyrazolo[4,3-c]quinoline-8-carboxylic acid, 7.7 mg of methyl 3-piperidin-4-yl-benzoate monohydrochloride, 3.4 mg of 1-hydroxybenzotriazole, 7.0 μL of triethylamine, and 1.0 mL of DMF was added 100 mg of PS-Carbodiimide (Biotage), followed by stirring at room temperature overnight. To the reaction mixture were added 75 mg of MP-Carbonate (Biotage), 50 mg of PS-Isocyanate (Biotage), and 0.5 mL of DMF at room tempe... The reactants are [Cl-].[NH4+] (ammonium chloride), O (water), C1(CCCCC1)OC1=C(C#N)C=C(C=C1)[N+](=O)[O-] (2-cyclohexyloxy-5-nitrobenzonitrile). The reagents and catalysts are [Fe] (iron). Solvent: C(C)O (ethanol), C(C)O (ethanol). Run at temperature 65 celsius, time 30 minute. Product: NC=1C=CC(=C(C#N)C1)OC1CCCCC1 (5-Amino-2-cyclohexyloxybenzonitrile). Yield: 93.2%. RXN SMILES: [Cl-].[NH4+].O.[CH:4]1([O:10][C:11]2[CH:18]=[CH:17][C:16]([N+:19]([O-])=O)=[CH:15][C:12]=2[C:13]#[N:14])[CH2:9][CH2:8][CH2:7][CH2:6][CH2:5]1>[Fe].C(O)C>[NH2:19][C:16]1[CH:17]=[CH:18][C:11]([O:10][CH:4]2[CH2:5][CH2:6][CH2:7][CH2:8][CH2:9]2)=[C:12]([CH:15]=1)[C:13]#[N:14] |f:0.1|. Reported procedure: Subsequently, ammonium chloride (1.8 g) and iron powder (9.2 g) were added to a mixed solvent of water (32 ml) and ethanol (130 ml), and the mixture was heated to 65° C. Then, ethanol solution (4 ml) containing 2-cyclohexyloxy-5-nitrobenzonitrile (11.6 g) was added dropwise over 20 min and the mixture was stirred at a refluxing temperature for 30 min. The reaction mixture was ice-cooled and filtrated. The solvent was evaporated under reduced pressure. To the residue was added aqueous sodium hydr... The reactants are COc1ccc2c3c(n(C)c2c1)-c1ccccc1C3, [Li]CCCC, C[Si](C)(C)Cl. The product is COc1ccc2c3c(n(C)c2c1)-c1ccccc1C3[Si](C)(C)C. As a reaction SMILES: [CH3:1][O:2][c:3]1[cH:4][cH:5][c:6]2[c:7]3[c:8]([n:9]([CH3:12])[c:10]2[cH:11]1)-[c:13]1[cH:14][cH:15][cH:16][cH:17][c:18]1[CH2:19]3.[CH3:20][CH2:21][CH2:22][CH2:23][Li:24].[CH3:25][Si:26]([CH3:27])([CH3:28])[Cl:29]>>[CH3:1][O:2][c:3]1[cH:4][cH:5][c:6]2[c:7]3[c:8]([n:9]([CH3:12])[c:10]2[cH:11]1)-[c:13]1[cH:14][cH:15][cH:16][cH:17][c:18]1[CH:19]3[Si:26]([CH3:25])([CH3:27])[CH3:28].